The task is: describe an organic reaction: reactants, conditions, products, and yield. This data is from the Open Reaction Database (ORD), a public repository of structured organic reaction records. Reactants: CO, [K+], [OH-], CCOC(=O)CCCOc1cccc2c1SCCC2. Product: O=C(O)CCCOc1cccc2c1SCCC2. RXN SMILES: [CH3:22][OH:23].[K+:21].[OH-:20].[S:1]1[CH2:2][CH2:3][CH2:4][c:5]2[cH:6][cH:7][cH:8][c:9]([O:11][CH2:12][CH2:13][CH2:14][C:15](=[O:16])[O:17][CH2:18][CH3:19])[c:10]21>>[S:1]1[CH2:2][CH2:3][CH2:4][c:5]2[cH:6][cH:7][cH:8][c:9]([O:11][CH2:12][CH2:13][CH2:14][C:15](=[O:16])[OH:17])[c:10]21. Reactants: C(C1=CC=CC=C1)OC1=CC(N(C=C1)C1=CC=C(C=C1)O)=O (4-Benzyloxy-1-(4-hydroxyphenyl)-1H-pyridin-2-one), CN(CCO)C (2-(dimethylamino)ethanol), C1(=CC=CC=C1)P(C1=CC=CC=C1)C1=CC=CC=C1 (triphenylphosphine), N(=NC(=O)OCC)C(=O)OCC (diethyl azodicarboxylate). Solvent: C1CCOC1 (THF). Product: C(C1=CC=CC=C1)OC1=CC(N(C=C1)C1=CC=C(C=C1)OCCN(C)C)=O (4-benzyloxy-1-{4-[2-(dimethylamino)ethoxy]phenyl}-1H-pyridin-2-one). The yield is 66.6%. Reaction SMILES: [CH2:1]([O:8][C:9]1[CH:14]=[CH:13][N:12]([C:15]2[CH:20]=[CH:19][C:18]([OH:21])=[CH:17][CH:16]=2)[C:11](=[O:22])[CH:10]=1)[C:2]1[CH:7]=[CH:6][CH:5]=[CH:4][CH:3]=1.[CH3:23][N:24]([CH3:28])[CH2:25][CH2:26]O.C1(P(C2C=CC=CC=2)C2C=CC=CC=2)C=CC=CC=1.N(C(OCC)=O)=NC(OCC)=O>C1COCC1>[CH2:1]([O:8][C:9]1[CH:14]=[CH:13][N:12]([C:15]2[CH:16]=[CH:17][C:18]([O:21][CH2:26][CH2:25][N:24]([CH3:28])[CH3:23])=[CH:19][CH:20]=2)[C:11](=[O:22])[CH:10]=1)[C:2]1[CH:7]=[CH:6][CH:5]=[CH:4][CH:3]=1. Procedure details: 4-Benzyloxy-1-(4-hydroxyphenyl)-1H-pyridin-2-one (150 mg, 0.511 mmol), 2-(dimethylamino)ethanol (0.057 mL, 0.562 mmol), triphenylphosphine (269 mg, 1.02 mmols) and diethyl azodicarboxylate (0.163 mL, 1.02 mmols) were stirred overnight in THF (4 mL). Concentrating the reaction liquid under reduced pressure, the resulting residue was purified on silica gel column chromatography (C-300, methanol: chloroform=1:20-1:10) to provide the title compound (124 mg, 60%). RXN SMILES: [C:1]([O:2][C:6](=[O:7])[N:8]1[CH2:9][CH2:10][CH:11]([CH:14]([CH2:15][CH2:16][N:17]2[CH2:18][CH:19]3[CH2:20][N:21]([C:25](=[O:26])[c:27]4[c:28]([CH3:34])[n:29][cH:30][n:31][c:32]4[CH3:33])[CH2:22][CH:23]3[CH2:24]2)[c:35]2[cH:36][cH:37][cH:38][cH:39][cH:40]2)[CH2:12][CH2:13]1)([CH3:3])([CH3:4])[CH3:5].[Cl:47][CH2:48][Cl:49].[N:41](=[C:42]=[O:43])[CH:44]([CH3:45])[CH3:46]>>[C:6](=[O:7])([N:8]1[CH2:9][CH2:10][CH:11]([CH:14]([CH2:15][CH2:16][N:17]2[CH2:18][CH:19]3[CH2:20][N:21]([C:25](=[O:26])[c:27]4[c:28]([CH3:34])[n:29][cH:30][n:31][c:32]4[CH3:33])[CH2:22][CH:23]3[CH2:24]2)[c:35]2[cH:36][cH:37][cH:38][cH:39][cH:40]2)[CH2:12][CH2:13]1)[NH:41][CH:44]([CH3:45])[CH3:46]. Yields the product Cc1ncnc(C)c1C(=O)N1CC2CN(CCC(c3ccccc3)C3CCN(C(=O)NC(C)C)CC3)CC2C1. Starting materials: Cc1ncnc(C)c1C(=O)N1CC2CN(CCC(c3ccccc3)C3CCN(C(=O)OC(C)(C)C)CC3)CC2C1, ClCCl, CC(C)N=C=O. Reactants: O1CCOC12CCN(CC2)C(CC(=O)C2=CC=C(C=C2)N2CCC1(OCCO1)CC2)=O (1-(1,4-Dioxa-8-aza-spiro[4.5]dec-8-yl)-3-[4-(1,4-dioxa-8-aza-spiro[4,5]dec-8-yl)-phenyl]-propane-1,3-dione), NN (hydrazine). Solvent: C(C)O (ethanol), O1CCCC1 (tetrahydrofuran). Yields the product O1CCOC12CCN(CC2)C2=CC=C(C=C2)C2=CC(NN2)=O (5-[4-(1,4-Dioxa-8-aza-spiro[4.5]dec-8-yl)-phenyl]-1,2-dihydro-pyrazol-3-one). The yield is 79.6%. RXN SMILES: O1C2(CC[N:8]([C:11](=[O:31])[CH2:12][C:13]([C:15]3[CH:20]=[CH:19][C:18]([N:21]4[CH2:30][CH2:29][C:24]5([O:28][CH2:27][CH2:26][O:25]5)[CH2:23][CH2:22]4)=[CH:17][CH:16]=3)=O)CC2)OCC1.[NH2:32]N>C(O)C.O1CCCC1>[O:28]1[C:24]2([CH2:29][CH2:30][N:21]([C:18]3[CH:17]=[CH:16][C:15]([C:13]4[NH:32][NH:8][C:11](=[O:31])[CH:12]=4)=[CH:20][CH:19]=3)[CH2:22][CH2:23]2)[O:25][CH2:26][CH2:27]1. Reported procedure: 1-(1,4-Dioxa-8-aza-spiro[4.5]dec-8-yl)-3-[4-(1,4-dioxa-8-aza-spiro[4.5]dec-8-yl)-phenyl]-propane-1,3-dione (which was obtained in Example 143) (0.43 g, 1 mmol) was dissolved in a mixture of ethanol (10 mL) and tetrahydrofuran (4 mL). The solution was treated with 0.08 mL (2.4 mmol) of hydrazine and heated at reflux for 4 days. After cooling to room temperature, the resulting suspension was filtered, and the precipitate was washed with ethanol and dried in vacuo to give 0.24 g of light yellow sol... Starting materials: C1(CC1)C(C(C1=C(C=CC=C1)F)N1C/C(/C(CC1)S)=C/C1=NN(C=C1)CCC(=O)OCC)=O ((Z)-1-[2-Cyclopropyl-1-(2-fluorophenyl)-2-oxoethyl]-3-({1-[2-(ethoxycarbonyl)ethyl]-1H-pyrazol-3-yl}methylidene)-4-sulfanylpiperidine), Cl (hydrochloric acid). Solvent: C(C)#N (acetonitrile). The product is Cl.C(=O)(O)CCN1N=C(C=C1)\C=C/1\CN(CCC1S)C(C(=O)C1CC1)C1=C(C=CC=C1)F ((Z)-3-{[1-(2-Carboxyethyl)-1H-pyrazol-3-yl]methylidene}-1-[2-cyclopropyl-1-(2-fluorophenyl)-2-oxoethyl]-4-sulfanylpiperidine hydrochloride). The yield is 97.0%. Reaction SMILES: [CH:1]1([C:4](=[O:33])[CH:5]([N:13]2[CH2:18][CH2:17][CH:16]([SH:19])/[C:15](=[CH:20]\[C:21]3[CH:25]=[CH:24][N:23]([CH2:26][CH2:27][C:28]([O:30]CC)=[O:29])[N:22]=3)/[CH2:14]2)[C:6]2[CH:11]=[CH:10][CH:9]=[CH:8][C:7]=2[F:12])[CH2:3][CH2:2]1.[ClH:34]>C(#N)C>[ClH:34].[C:28]([CH2:27][CH2:26][N:23]1[CH:24]=[CH:25][C:21](/[CH:20]=[C:15]2/[CH2:14][N:13]([CH:5]([C:6]3[CH:11]=[CH:10][CH:9]=[CH:8][C:7]=3[F:12])[C:4]([CH:1]3[CH2:3][CH2:2]3)=[O:33])[CH2:18][CH2:17][CH:16]/2[SH:19])=[N:22]1)([OH:30])=[O:29] |f:3.4|. Reported procedure: (Z)-1-[2-Cyclopropyl-1-(2-fluorophenyl)-2-oxoethyl]-3-({1-[2-(ethoxycarbonyl)ethyl]-1H-pyrazol-3-yl}methylidene)-4-sulfanylpiperidine (the free base described in Example 171, 158 mg) was treated with 3N hydrochloric acid (5 ml) at 50° C. for 2 hours. The mixture was concentrated under reduced pressure and the residue was purified by preparative HPLC (YMC-Pack ODS-A; YMC, eluent: acetonitrile/0.024 N hydrochloric acid, 35/65, v/v) to afford the title compound (156.6 mg, yield: 97%) as a colourles... Reactants: C1COCCO1, CN1CCC(N(C)c2cccc(N)n2)CC1, O=C(Cl)c1ccccc1Cl. Product: CN1CCC(N(C)c2cccc(NC(=O)c3ccccc3Cl)n2)CC1, Cl. RXN SMILES: [CH2:27]1[O:28][CH2:29][CH2:30][O:31][CH2:32]1.[CH3:1][N:2]([c:3]1[n:4][c:5]([NH2:9])[cH:6][cH:7][cH:8]1)[CH:10]1[CH2:11][CH2:12][N:13]([CH3:16])[CH2:14][CH2:15]1.[Cl:17][C:18](=[O:19])[c:20]1[cH:21][cH:22][cH:23][cH:24][c:25]1[Cl:26]>>[CH3:1][N:2]([c:3]1[n:4][c:5]([NH:9][C:18](=[O:19])[c:20]2[cH:21][cH:22][cH:23][cH:24][c:25]2[Cl:26])[cH:6][cH:7][cH:8]1)[CH:10]1[CH2:11][CH2:12][N:13]([CH3:16])[CH2:14][CH2:15]1.[ClH:17]. Starting materials: CI, CC(C)=O, O=[N+]([O-])c1oc2ccc(CN3CCCC3)cc2c1-c1ccccc1. Product: [I-], C[N+]1(Cc2ccc3oc([N+](=O)[O-])c(-c4ccccc4)c3c2)CCCC1. RXN SMILES: [CH3:25][I:26].[CH3:27][C:28](=[O:29])[CH3:30].[N+:1](=[O:2])([O-:3])[c:4]1[o:5][c:6]2[c:7]([c:8]1-[c:9]1[cH:10][cH:11][cH:12][cH:13][cH:14]1)[cH:15][c:16]([CH2:19][N:20]1[CH2:21][CH2:22][CH2:23][CH2:24]1)[cH:17][cH:18]2>>[I-:26].[N+:1](=[O:2])([O-:3])[c:4]1[o:5][c:6]2[c:7]([c:8]1-[c:9]1[cH:10][cH:11][cH:12][cH:13][cH:14]1)[cH:15][c:16]([CH2:19][N+:20]1([CH3:25])[CH2:21][CH2:22][CH2:23][CH2:24]1)[cH:17][cH:18]2. The reactants are NC=1C=CC(=C(C1)[C@@]1(C(C[C@](C(N1)=S)(C)F)(F)F)C)F ((3S,6R)-6-(5-amino-2-fluorophenyl)-3,5,5-trifluoro-3,6-dimethylpiperidine-2-thione), CO (methanol), N (ammonia). Run at temperature 60 celsius, time 8 hour. Product: NC=1C=CC(=C(C1)[C@@]1(C(C[C@](C(=N1)N)(C)F)(F)F)C)F ((3S,6R)-6-(5-amino-2-fluorophenyl)-3,5,5-trifluoro-3,6-dimethyl-3,4,5,6-tetrahydropyridin-2-amine). Yield: 100.0%. As a reaction SMILES: [NH2:1][C:2]1[CH:3]=[CH:4][C:5]([F:20])=[C:6]([C@@:8]2([CH3:19])[NH:13][C:12](=S)[C@:11]([F:16])([CH3:15])[CH2:10][C:9]2([F:18])[F:17])[CH:7]=1.CO.[NH3:23]>>[NH2:1][C:2]1[CH:3]=[CH:4][C:5]([F:20])=[C:6]([C@@:8]2([CH3:19])[N:13]=[C:12]([NH2:23])[C@:11]([F:16])([CH3:15])[CH2:10][C:9]2([F:18])[F:17])[CH:7]=1. Procedure details: (3S,6R)-6-(5-amino-2-fluorophenyl)-3,5,5-trifluoro-3,6-dimethylpiperidine-2-thione (750 mg, 2.44 mmol) was dissolved in 7M ammonia in methanol (36 ml, 252 mmol). The reaction mixture was stirred in a sealed vial at 60° C. overnight. The reaction mixture was allowed to cool to room temperature and concentrated under reduced pressure to afford (3S,6R)-6-(5-amino-2-fluorophenyl)-3,5,5-trifluoro-3,6-dimethyl-3,4,5,6-tetrahydropyridin-2-amine (708 mg, 2.448 mmol, 100% yield) as a pale yellow solid th...